From a dataset of the Open Reaction Database (ORD), a public repository of structured organic reaction records. describe an organic reaction: reactants, conditions, products, and yield Reactants: FC1=CC=C(CC2=CN=C3C(=C(C(N(C3=C2)CCN2C(CCC2)=O)=O)C(=O)OCC)O)C=C1 (ethyl 7-(4-fluorobenzyl)-4-hydroxy-2-oxo-1-[2-(2-oxopyrrolidin-1-yl)ethyl]-1,2-dihydro-1,5-naphthyridine-3-carboxylate), O1C(CCC1)CN ((tetrahydro-2-furanylmethyl)amine). Yields the product FC1=CC=C(C=C1)CC1=CN=C2C(=C(C(N(C2=C1)CCN1C(CCC1)=O)=O)C(=O)NCC1OCCC1)O (7-[(4-fluorophenyl)methyl]-4-hydroxy-2-oxo-1-[2-(2-oxo-1-pyrrolidinyl)ethyl]-N-(tetrahydro-2-furanylmethyl)-1,2-dihydro-1,5-naphthyridine-3-carboxamide). Reaction SMILES: [F:1][C:2]1[CH:33]=[CH:32][C:5]([CH2:6][C:7]2[CH:16]=[C:15]3[C:10]([C:11]([OH:31])=[C:12]([C:26](OCC)=[O:27])[C:13](=[O:25])[N:14]3[CH2:17][CH2:18][N:19]3[CH2:23][CH2:22][CH2:21][C:20]3=[O:24])=[N:9][CH:8]=2)=[CH:4][CH:3]=1.[O:34]1[CH2:38][CH2:37][CH2:36][CH:35]1[CH2:39][NH2:40]>>[F:1][C:2]1[CH:33]=[CH:32][C:5]([CH2:6][C:7]2[CH:16]=[C:15]3[C:10]([C:11]([OH:31])=[C:12]([C:26]([NH:40][CH2:39][CH:35]4[CH2:36][CH2:37][CH2:38][O:34]4)=[O:27])[C:13](=[O:25])[N:14]3[CH2:17][CH2:18][N:19]3[CH2:23][CH2:22][CH2:21][C:20]3=[O:24])=[N:9][CH:8]=2)=[CH:4][CH:3]=1. Procedure: This compound was prepared from ethyl 7-(4-fluorobenzyl)-4-hydroxy-2-oxo-1-[2-(2-oxopyrrolidin-1-yl)ethyl]-1,2-dihydro-1,5-naphthyridine-3-carboxylate and (tetrahydro-2-furanylmethyl)amine using conditions similar to those employed in Example 563 to provide a white solid: 1H NMR (d6-DMSO) δ 10.39 (1H, t, J=6 Hz), 8.55 (1H, s), 8.12 (1H, s), 7.40 (2H, dd, J=6, 9 Hz), 7.13 (2H, t, J=9 Hz), 4.38 (2H, b), 4.15 (2H, s), 3.95-4.02 (1H, m), 3.80 (1H, q, J=8 Hz), 3.66 (1H, q, J=8 Hz), 3.50-3.57 (1H, m),... Reactants: 40, C1(=CC=CC=C1)CC1=NC2=C(N1CCCO)C=CC=C2 (2-(phenylmethyl)-1H-benzimidazole-1-propanol), S(=O)(Cl)Cl (sulfinyl chloride). Solvent: ClC(Cl)Cl (trichloromethane). Conditions: time 4 hour. Product: N1C=NC2=C1C=CC=C2 (1H-benzimidazole). As a reaction SMILES: C1(C[C:8]2[N:12](CCCO)[C:11]3[CH:17]=[CH:18][CH:19]=[CH:20][C:10]=3[N:9]=2)C=CC=CC=1.S(Cl)(Cl)=O>ClC(Cl)Cl>[NH:9]1[C:10]2[CH:20]=[CH:19][CH:18]=[CH:17][C:11]=2[N:12]=[CH:8]1. Reported procedure: To a stirred mixture of 40 parts of 2-(phenylmethyl)-1H-benzimidazole-1-propanol and 225 parts of trichloromethane are added dropwise 30 parts of sulfinyl chloride. Upon completion, stirring is continued for 4 hours at reflux temperature. The reaction mixture is evaporated and the residue is boiled in water. The solution is filtered over hyflo and the filtrate is alkalized with ammonium hydroxide. The product is extracted with trichloromethane. The extract is dried, filtered and evaporated. The ... Reactants: C12(CC3CC(CC(C1)C3)C2)C=2C=C(C=CC2OCC2=CC=CC=C2)B(O)O (3-(1-adamantyl)-4-benzyloxyphenylboronic acid), ClC1=NC=C(C=N1)[N+](=O)[O-] (2-chloro-5-nitropyrimidine), C(=O)(O)[O-].[Na+] (NaHCO3). Reagents/catalysts: C=1C=CC(=CC1)[P](C=2C=CC=CC2)(C=3C=CC=CC3)[Pd]([P](C=4C=CC=CC4)(C=5C=CC=CC5)C=6C=CC=CC6)([P](C=7C=CC=CC7)(C=8C=CC=CC8)C=9C=CC=CC9)[P](C=1C=CC=CC1)(C=1C=CC=CC1)C=1C=CC=CC1 (tetrakis(triphenylphosphine)palladium). Run in C1(=CC=CC=C1)C (toluene). Reaction conditions: temperature 90 celsius. Product: C12(CC3CC(CC(C1)C3)C2)C=2C=C(C=CC2OCC2=CC=CC=C2)C2=NC=C(C=N2)[N+](=O)[O-] (2-[3-(1-adamantyl)-4-benzyloxyphenyl]-5-nitropyrimidine). Yield: 18.7%. As a reaction SMILES: [C:1]12([C:11]3[CH:12]=[C:13](B(O)O)[CH:14]=[CH:15][C:16]=3[O:17][CH2:18][C:19]3[CH:24]=[CH:23][CH:22]=[CH:21][CH:20]=3)[CH2:10][CH:5]3[CH2:6][CH:7]([CH2:9][CH:3]([CH2:4]3)[CH2:2]1)[CH2:8]2.Cl[C:29]1[N:34]=[CH:33][C:32]([N+:35]([O-:37])=[O:36])=[CH:31][N:30]=1.C([O-])(O)=O.[Na+]>C1(C)C=CC=CC=1.C1C=CC([P]([Pd]([P](C2C=CC=CC=2)(C2C=CC=CC=2)C2C=CC=CC=2)([P](C2C=CC=CC=2)(C2C=CC=CC=2)C2C=CC=CC=2)[P](C2C=CC=CC=2)(C2C=CC=CC=2)C2C=CC=CC=2)(C2C=CC=CC=2)C2C=CC=CC=2)=CC=1>[C:1]12([C:11]3[CH:12]=[C:13]([C:29]4[N:34]=[CH:33][C:32]([N+:35]([O-:37])=[O:36])=[CH:31][N:30]=4)[CH:14]=[CH:15][C:16]=3[O:17][CH2:18][C:19]3[CH:24]=[CH:23][CH:22]=[CH:21][CH:20]=3)[CH2:10][CH:5]3[CH2:6][CH:7]([CH2:9][CH:3]([CH2:4]3)[CH2:2]1)[CH2:8]2 |f:2.3,^1:53,55,74,93|. Reported procedure: To a solution of 3-(1-adamantyl)-4-benzyloxyphenylboronic acid (1) (833 g, 2.3 mmol) and 2-chloro-5-nitropyrimidine (2) (320 mg, 2.00 mmol) in degassed toluene (15 mL) was added tetrakis(triphenylphosphine)palladium (347 mg, 0.300 mmol), NaHCO3 (336 mg, 4.00 mmol) and degassed H2O (3 mL). The mixture was heated at reflux (90° C. oil-bath) for 24 h, cooled to room temperature and extracted with EtOAc (180 mL). The extract was washed (H2O and brine) and dried. After solvent removal at reduced pres... Starting materials: [H-].[Na+] (Sodium hydride), COC(C(CCSC)C1=CC=CC=C1)=O (methyl-(RS)-4-(methylthio)-2-phenylbutanoate), N12C[C@@H](C(CC1)CC2)O ((R)-3-quinuclidinol). Run in C1(=CC=CC=C1)C (toluene), C1(=CC=CC=C1)C (toluene). Product: CSCCC(C(=O)O[C@H]1CN2CCC1CC2)C2=CC=CC=C2 ((R)-3-Quinuclidinyl (RS)-4-(methylthio)-2-phenylbutanoate). The yield is 82.3%. As a reaction SMILES: [H-].[Na+].[CH3:3][O:4][C:5](=[O:17])[CH:6]([C:11]1[CH:16]=[CH:15][CH:14]=[CH:13][CH:12]=1)[CH2:7][CH2:8][S:9][CH3:10].[N:18]12[CH2:25]C[CH:21]([CH2:22][CH2:23]1)[C@@H:20](O)[CH2:19]2>C1(C)C=CC=CC=1>[CH3:10][S:9][CH2:8][CH2:7][CH:6]([C:11]1[CH:12]=[CH:13][CH:14]=[CH:15][CH:16]=1)[C:5]([O:4][C@@H:3]1[CH:21]2[CH2:22][CH2:23][N:18]([CH2:19][CH2:20]2)[CH2:25]1)=[O:17] |f:0.1|. Procedure details: Sodium hydride (0.64 g, as an 80% dispersion in oil) was added to a mixture of methyl-(RS)-4-(methylthio)-2-phenylbutanoate (see Preparation 11) (19.1 g) and (R)-3-quinuclidinol (prepared as described in Acta. Pharm. Suec., 281, 16, 1979) (12.7 g) in toluene (440 ml). The mixture was refluxed with continuous removal of distillate and when necessary replacement with fresh toluene for 1.5 hours. The cooled mixture was extracted with 2M hydrochloric acid, the aqueous layer washed with ethylacetate,...